Dataset: the Open Reaction Database (ORD), a public repository of structured organic reaction records. Task: describe an organic reaction: reactants, conditions, products, and yield Starting materials: COC(CC[C@@H](C)[C@H]1CC[C@H]2[C@@H]3CC=C4C[C@H](CC[C@]4(C)[C@H]3CC[C@]12C)O)=O (3β-hydroxy-5-cholenic acid methyl ester), C(C)(C)N(CC)C(C)C (diisopropylethylamine), COCCOCCl (methoxyethoxymethyl chloride), C(Cl)Cl (CH2Cl2). The solvent is CCCCC (pentane). Run at time 48 hour. The product is COC(CC[C@@H](C)[C@H]1CC[C@H]2[C@@H]3CC=C4C[C@H](CC[C@]4(C)[C@H]3CC[C@]12C)OCOCCOC)=O (3β-(methoxyethoxymethoxy)-5-cholenic acid methyl ester). Yield: 84.0%. As a reaction SMILES: [CH3:1][O:2][C:3](=[O:28])[CH2:4][CH2:5][C@H:6]([C@@H:8]1[C@:25]2([CH3:26])[C@H:11]([C@H:12]3[C@H:22]([CH2:23][CH2:24]2)[C@:20]2([CH3:21])[C:15]([CH2:16][C@@H:17]([OH:27])[CH2:18][CH2:19]2)=[CH:14][CH2:13]3)[CH2:10][CH2:9]1)[CH3:7].C(N(C(C)C)CC)(C)C.[CH3:38][O:39][CH2:40][CH2:41][O:42][CH2:43]Cl.C(Cl)Cl>CCCCC>[CH3:1][O:2][C:3](=[O:28])[CH2:4][CH2:5][C@H:6]([C@@H:8]1[C@:25]2([CH3:26])[C@H:11]([C@H:12]3[C@H:22]([CH2:23][CH2:24]2)[C@:20]2([CH3:21])[C:15]([CH2:16][C@@H:17]([O:27][CH2:38][O:39][CH2:40][CH2:41][O:42][CH3:43])[CH2:18][CH2:19]2)=[CH:14][CH2:13]3)[CH2:10][CH2:9]1)[CH3:7]. Procedure: A 100 ml round bottom flask, equipped with a mercury relief valve and magnetic stirrer, was flame-dried and flushed with nitrogen. The flask was charged with 2.57 mmoles (1.0 g) of 3β-hydroxy-5-cholenic acid methyl ester, 3.86 mmoles (0.50 g) of diisopropylethylamine, 3.86 mmoles (0.48 g) of methoxyethoxymethyl chloride and 10 ml of CH2Cl2. The reaction mixture was stirred for 48 hours at room temperature. After stirring, the reaction mixture was diluted with 25 ml of pentane, washed with 20 ml ... Starting materials: CN(C)CCC(=O)C1=CC(=C(C(=C1)OC)OC)OC (3-(N,N-dimethylamino)-1-(3,4,5-trimethoxyphenyl)-propan-1-one), CI (methyl iodide). The solvent is CCOCC (Et2O). Reaction conditions: time 2 hour. Product: [I-].C[N+](C)(C)CCC(=O)C1=CC(=C(C(=C1)OC)OC)OC (3-(N,N,N-trimethylammonio)-1-(3,4,5-trimethoxyphenyl)propan-1-one iodide). RXN SMILES: [CH3:1][N:2]([CH2:4][CH2:5][C:6]([C:8]1[CH:13]=[C:12]([O:14][CH3:15])[C:11]([O:16][CH3:17])=[C:10]([O:18][CH3:19])[CH:9]=1)=[O:7])[CH3:3].[CH3:20][I:21]>CCOCC>[I-:21].[CH3:1][N+:2]([CH2:4][CH2:5][C:6]([C:8]1[CH:9]=[C:10]([O:18][CH3:19])[C:11]([O:16][CH3:17])=[C:12]([O:14][CH3:15])[CH:13]=1)=[O:7])([CH3:20])[CH3:3] |f:3.4|. Procedure details: An ambient temperature solution of 3-(N,N-dimethylamino)-1-(3,4,5-trimethoxyphenyl)-propan-1-one (242.5 g, 0.91 mole) in Et2O (1.62 L) under nitrogen atmosphere was treated with methyl iodide (83 mL, 1.27 mole) and stirred for 2 hours. The resulting mixture was filtered and dried under high vacuum overnight at room temperature to provide 3-(N,N,N-trimethylammonio)-1-(3,4,5-trimethoxyphenyl)propan-1-one iodide as a white solid which was used without further purification. Reactants: C1CCC2CNCC2C1, Cl, O=N[O-], [Na+], O. Product: O=NC1NCC2CCCCC21. Reaction SMILES: [CH2:1]1[NH:2][CH2:3][CH:4]2[CH2:5][CH2:6][CH2:7][CH2:8][CH:9]12.[ClH:14].[N:10](=[O:11])[O-:12].[Na+:13].[OH2:15]>>[CH:1]1([N:10]=[O:11])[NH:2][CH2:3][CH:4]2[CH2:5][CH2:6][CH2:7][CH2:8][CH:9]12. Reactants: C[Si](CCOCN(C1=CC(=NC=2N1N=CC2)C2CCC(CC2)=O)COCC[Si](C)(C)C)(C)C (4-(7-(bis((2-(trimethylsilyl)ethoxy)methyl)amino)pyrazolo[1,5-a]pyrimidin-5-yl)cyclohexanone), C1CC(=O)N(C1=O)I (NIS). Run in CC#N (CH3CN). Reaction conditions: time 30 minute. Product: C[Si](CCOCN(C1=CC(=NC=2N1N=CC2I)C2CCC(CC2)=O)COCC[Si](C)(C)C)(C)C (4-(7-(bis((2-(trimethylsilyl)ethoxy)methyl)amino)-3-iodopyrazolo[1,5-a]pyrimidin-5-yl)cyclohexanone). The yield is 77.1%. As a reaction SMILES: [CH3:1][Si:2]([CH3:33])([CH3:32])[CH2:3][CH2:4][O:5][CH2:6][N:7]([CH2:24][O:25][CH2:26][CH2:27][Si:28]([CH3:31])([CH3:30])[CH3:29])[C:8]1[N:13]2[N:14]=[CH:15][CH:16]=[C:12]2[N:11]=[C:10]([CH:17]2[CH2:22][CH2:21][C:20](=[O:23])[CH2:19][CH2:18]2)[CH:9]=1.C1C(=O)N([I:41])C(=O)C1>CC#N>[CH3:29][Si:28]([CH3:31])([CH3:30])[CH2:27][CH2:26][O:25][CH2:24][N:7]([CH2:6][O:5][CH2:4][CH2:3][Si:2]([CH3:33])([CH3:32])[CH3:1])[C:8]1[N:13]2[N:14]=[CH:15][C:16]([I:41])=[C:12]2[N:11]=[C:10]([CH:17]2[CH2:22][CH2:21][C:20](=[O:23])[CH2:19][CH2:18]2)[CH:9]=1. Reported procedure: To a solution of 4-(7-(bis((2-(trimethylsilyl)ethoxy)methyl)amino)pyrazolo[1,5-a]pyrimidin-5-yl)cyclohexanone (775 mg, 1.58 mmol) in CH3CN (10 mL) was added NIS (391 mg, 1.74 mmol). The resulting solution was stirred at rt for 30 min before quenching with Na2S2O3 (sat.). CH3CN was removed under reduced pressure. The residue was diluted with EtOAc, washed with H2O and brine, dried over Na2SO4, and concentrated. The crude product was purified by a SiO2 column (0-20% EtOAc/Hexanes, Rf=0.3 in 20% Et... Starting materials: CCCCC1CCNCC1, CC#N, Cc1cc2c(cc1F)N(CCCCl)C(=O)CC2, [I-], [K+], [K+], [Na+], O=C([O-])[O-]. Product: CCCCC1CCN(CCCN2C(=O)CCc3cc(C)c(F)cc32)CC1. RXN SMILES: [CH2:18]([CH2:19][CH2:20][CH3:21])[CH:22]1[CH2:23][CH2:24][NH:25][CH2:26][CH2:27]1.[CH3:36][C:37]#[N:38].[Cl:1][CH2:2][CH2:3][CH2:4][N:5]1[C:6](=[O:17])[CH2:7][CH2:8][c:9]2[cH:10][c:11]([CH3:16])[c:12]([F:15])[cH:13][c:14]21.[I-:28].[K+:30].[K+:31].[Na+:29].[O-:32][C:33]([O-:34])=[O:35]>>[CH2:2]([CH2:3][CH2:4][N:5]1[C:6](=[O:17])[CH2:7][CH2:8][c:9]2[cH:10][c:11]([CH3:16])[c:12]([F:15])[cH:13][c:14]21)[N:25]1[CH2:24][CH2:23][CH:22]([CH2:18][CH2:19][CH2:20][CH3:21])[CH2:27][CH2:26]1. Reactants: ClC1=C(C=CC(=C1)Cl)C1(CO1)CC (2-(2,4-dichlorophenyl)-1,2-epoxybutane), B(F)(F)F.CCOCC (boron trifluoride-etherate), C(C=C)O (allyl alcohol). Reaction conditions: time 8 hour. Yields the product ClC1=C(C=CC(=C1)Cl)C(CO)(CC)OCC=C (2-(2,4-dichlorophenyl)-2-allyloxybutan-1-ol). Isolated yield 108.1%. As a reaction SMILES: [Cl:1][C:2]1[CH:7]=[C:6]([Cl:8])[CH:5]=[CH:4][C:3]=1[C:9]1([CH2:12][CH3:13])[O:11][CH2:10]1.B(F)(F)F.C[CH2:19][O:20]CC.[CH2:23](O)[CH:24]=C>>[Cl:1][C:2]1[CH:7]=[C:6]([Cl:8])[CH:5]=[CH:4][C:3]=1[C:9]([O:11][CH2:10][CH:23]=[CH2:24])([CH2:12][CH3:13])[CH2:19][OH:20] |f:1.2|. Procedure details: 8.68 g (38 mmoles) of 2-(2,4-dichlorophenyl)-1,2-epoxybutane of 95% purity are added dropwise at 7°-8° C. to a solution of 5.67 g (40 mmoles) of boron trifluoride-etherate in 23.2 g (400 mmoles) of allyl alcohol. The mixture is kept at 20° C. overnight in a water bath, and the solution is extracted with chloroform and water. Drying the organic phase with Na2SO4 and removing the solvent on a rotary evaporator gives 11.3 g of crude product, which is purified by column chromatography (silica gel; m... Starting materials: C(C)N(C(C)C)C(C)C (N-ethyl-N-isopropylpropan-2-amine), OC1=C(C(C(C2=CC=CC=C12)(C)C)=O)C(=O)OCC (Ethyl 4-hydroxy-1,1-dimethyl-2-oxo-naphthalene-3-carboxylate), Cl.NCC(=O)OC(C)(C)C (tert-Butyl 2-aminoacetate hydrochloride). The solvent is CCOC(=O)C (EtOAc), O1CCOCC1 (1,4-dioxane). Reaction conditions: temperature 80 celsius. The product is OC1=C(C(C(C2=CC=CC=C12)(C)C)=O)C(=O)NCC(=O)OC(C)(C)C (1,1-Dimethylethyl N-((4-hydroxy-1,1-dimethyl-2-oxo-naphthalen-3-yl)carbonyl)glycinate). The yield is 49.5%. RXN SMILES: [OH:1][C:2]1[C:11]2[C:6](=[CH:7][CH:8]=[CH:9][CH:10]=2)[C:5]([CH3:13])([CH3:12])[C:4](=[O:14])[C:3]=1[C:15](OCC)=[O:16].C(N(C(C)C)C(C)C)C.Cl.[NH2:30][CH2:31][C:32]([O:34][C:35]([CH3:38])([CH3:37])[CH3:36])=[O:33]>O1CCOCC1.CCOC(C)=O>[OH:1][C:2]1[C:11]2[C:6](=[CH:7][CH:8]=[CH:9][CH:10]=2)[C:5]([CH3:13])([CH3:12])[C:4](=[O:14])[C:3]=1[C:15]([NH:30][CH2:31][C:32]([O:34][C:35]([CH3:38])([CH3:37])[CH3:36])=[O:33])=[O:16] |f:2.3|. Procedure details: Ethyl 4-hydroxy-1,1-dimethyl-2-oxo-naphthalene-3-carboxylate (425 mg, 1633 μmol) was dissolved in 1,4-dioxane (1633 μL) and N-ethyl-N-isopropylpropan-2-amine (853 μL, 4898 μmol). tert-Butyl 2-aminoacetate hydrochloride (411 mg, 2449 μmol) was added, and the mixture was heated at 80° C. for 4 hours. The reaction mixture was then cooled, diluted with 100 mL of EtOAc, added to a separatory funnel, partitioned with NaHCO3 (saturated, aqueous), washed 2 times with 50 mL of NaHCO3 (saturated, aqueous)... Reactants: [Al+3], CC(C)(C)Cl, [Cl-], [Cl-], [Cl-], Oc1ccccc1F, O. Yields the product CC(C)(C)c1ccc(O)c(F)c1. As a reaction SMILES: [Al+3:2].[C:5]([CH3:6])([CH3:7])([CH3:8])[Cl:9].[Cl-:1].[Cl-:3].[Cl-:4].[F:10][c:11]1[c:12]([OH:17])[cH:13][cH:14][cH:15][cH:16]1.[OH2:18]>>[C:5]([CH3:6])([CH3:7])([CH3:8])[c:15]1[cH:14][cH:13][c:12]([OH:17])[c:11]([F:10])[cH:16]1.